describe an organic reaction: reactants, conditions, products, and yield From a dataset of the Open Reaction Database (ORD), a public repository of structured organic reaction records. Reactants: C(C1=CC=CC=C1)ON1C(CC12C(C(C(C=C2)=O)O[Si](C)(C)C(C)(C)C)O)=O (rac-(4R,5S,6S)-1-benzyloxy-6-tert-butyldimethylsilyloxy-5-hydroxy-1-azaspiro[3.5]nona-8-ene-2,7-dione), C[Si](C)(C)C#N (trimethylsilyl cyanide), C1CN2CCN1CC2 (DABCO). Solvent: O (water). Reaction conditions: time 14 hour. Yields the product C(C1=CC=CC=C1)ON1C(CC12C(C(C(C=C2)(O[Si](C)(C)C)C#N)O[Si](C)(C)C(C)(C)C)O[Si](C)(C)C)=O (rac-(4R,5S,6S,7S)-1-benzyloxy-6-tert-butyldimethylsilyloxy-7-cyano-5,7-bis(trimethylsilyloxy)-1-azaspiro[3.5]nona-8-ene-2-one). Yield: 883.6%. RXN SMILES: [CH2:1]([O:8][N:9]1[C:12]2([CH:17]=[CH:16][C:15](=[O:18])[CH:14]([O:19][Si:20]([C:23]([CH3:26])([CH3:25])[CH3:24])([CH3:22])[CH3:21])[CH:13]2[OH:27])[CH2:11][C:10]1=[O:28])[C:2]1[CH:7]=[CH:6][CH:5]=[CH:4][CH:3]=1.C[Si:30]([C:33]#N)([CH3:32])[CH3:31].C1N2C[CH2:42][N:37](CC2)C1>O>[CH2:1]([O:8][N:9]1[C:12]2([CH:17]=[CH:16][C:15]([C:42]#[N:37])([O:18][Si:20]([CH3:23])([CH3:22])[CH3:21])[CH:14]([O:19][Si:20]([C:23]([CH3:24])([CH3:25])[CH3:26])([CH3:21])[CH3:22])[CH:13]2[O:27][Si:30]([CH3:31])([CH3:32])[CH3:33])[CH2:11][C:10]1=[O:28])[C:2]1[CH:7]=[CH:6][CH:5]=[CH:4][CH:3]=1. Procedure: To a mixture of rac-(4R,5S,6S)-1-benzyloxy-6-tert-butyldimethylsilyloxy-1-azaspiro[3.5]nona-8-ene-2,7-dione (3) (200 mg, 0.496 mmol) and trimethylsilyl cyanide (607 μl, 4.460 mmol) at room temperature (cooled with water bath) was slowly added DABCO (6 mg, 0.050 mmol). The mixture was stirred at room temperature for 14 h and then concentrated under reduced pressure. The residue was purified by silica gel column chromatography (hexane-AcOEt, 5:1) to give rac-(4R,5S,6S,7S)-1-benzyloxy-6-tert-butyld... The solvent is COCCOC (1,2-dimethoxyethane). Reactants: C1COC2(CNS(C3=C2C=CC=C3)(=O)=O)O1 (2H-1,2-benzothiazin-4(3H)-one 1,1-dioxide ethylene ketal), [H-].[Na+] (sodium hydride), ClCC(CN1CCOCC1)O (1-chloro-3-morpholino-2-propanol). Reaction SMILES: [CH2:1]1[O:16][C:4]2([C:9]3[CH:10]=[CH:11][CH:12]=[CH:13][C:8]=3[S:7](=[O:15])(=[O:14])[NH:6][CH2:5]2)[O:3][CH2:2]1.[H-].[Na+].Cl[CH2:20][CH:21]([OH:29])[CH2:22][N:23]1[CH2:28][CH2:27][O:26][CH2:25][CH2:24]1>COCCOC>[CH2:1]1[O:16][C:4]2([C:9]3[CH:10]=[CH:11][CH:12]=[CH:13][C:8]=3[S:7](=[O:15])(=[O:14])[N:6]([CH2:20][CH:21]([OH:29])[CH2:22][N:23]3[CH2:28][CH2:27][O:26][CH2:25][CH2:24]3)[CH2:5]2)[O:3][CH2:2]1 |f:1.2|. Isolated yield 70.2%. Product: C1COC2(CN(S(C3=C2C=CC=C3)(=O)=O)CC(CN3CCOCC3)O)O1 (2-(2-Hydroxy-3-morpholinopropyl)-2H-1,2-benzothiazin-4(3H)-one 1,1-Dioxide Ethylene Ketal). Reported procedure: A suspension of 2H-1,2-benzothiazin-4(3H)-one 1,1-dioxide ethylene ketal (0.48 g, 2 mmol) and 60% sodium hydride (0.08 g, 2 mmol.) in 1,2-dimethoxyethane (20 mL) was heated for one hour under refluxing. The resulting reaction liquid was further heated for 16 hours under refluxing, after addition of 1-chloro-3-morpholino-2-propanol (0.36 g, 2 mmol.). The reaction liquid was placed under reduced pressure to distill the solvent off. The residue was treated with 1N hydrochloric acid and ethyl acetat...